From a dataset of the Open Reaction Database (ORD), a public repository of structured organic reaction records. describe an organic reaction: reactants, conditions, products, and yield The reactants are [OH-].[K+] (potassium hydroxide), [OH-].[Na+] (sodium hydroxide), C(C)OC(=O)C1(CCN(CC1)C(=O)OC(C)(C)C)CC(C)C (4-isobutylpiperidine-1,4-dicarboxylic acid-1-tertbutyl ester-4-ethyl ester). The solvent is O (water), C(C)O (ethanol). The product is C(C)(C)(C)OC(=O)N1CCC(CC1)(C(=O)O)CC(C)C (4-isobutylpiperidine-1,4-dicarboxylic acid monotertbutyl ester). RXN SMILES: [OH-].[K+].[OH-].[Na+].C([O:7][C:8]([C:10]1([CH2:23][CH:24]([CH3:26])[CH3:25])[CH2:15][CH2:14][N:13]([C:16]([O:18][C:19]([CH3:22])([CH3:21])[CH3:20])=[O:17])[CH2:12][CH2:11]1)=[O:9])C>O.C(O)C>[C:19]([O:18][C:16]([N:13]1[CH2:14][CH2:15][C:10]([CH2:23][CH:24]([CH3:26])[CH3:25])([C:8]([OH:9])=[O:7])[CH2:11][CH2:12]1)=[O:17])([CH3:22])([CH3:21])[CH3:20] |f:0.1,2.3|. Reported procedure: A solution of potassium hydroxide (85% assay, 2.69 g, 0.041 mol) and sodium hydroxide (1.94 g, 0.048 mol) in demineralized water (8 mL) is added to a solution of 4-isobutylpiperidine-1,4-dicarboxylic acid-1-tertbutyl ester-4-ethyl ester (0.95 g, 0.003 mol) in ethanol (15 mL). The reaction mixture is refluxed for 48 hrs. It is cooled to room temperature, concentrated under reduced pressure, and then treated with demineralized water (10 mL). The pH is adjusted to ˜3-4 using 2N HCl (10 mL) and the ... Starting materials: C(C)(C)(C)C1=CC(=C(C=C1)N)N (4-(tert-butyl)-1,2-diaminobenzene), C(C)(C)(C)C1=C(OC2=NC(=CC=C2N=C=S)OC)C=CC=C1 (2-(2-tert-Butyl-phenoxy)-3-isothiocyanato-6-methoxy-pyridine). Solvent: ClCCCl (DCE). Reaction conditions: time 18 hour. Yields the product C(C)(C)(C)C=1C=CC2=C(NC(=N2)NC=2C(=NC(=CC2)OC)OC2=C(C=CC=C2)C(C)(C)C)C1 ((6-tert-Butyl-1H-benzoimidazol-2-yl)-[2-(2-tert-butyl-phenoxy)-6-methoxy-pyridin-3-yl]-amine). As a reaction SMILES: [C:1]([C:5]1[CH:10]=[CH:9][C:8]([NH2:11])=[C:7]([NH2:12])[CH:6]=1)([CH3:4])([CH3:3])[CH3:2].[C:13]([C:17]1[CH:34]=[CH:33][CH:32]=[CH:31][C:18]=1[O:19][C:20]1[C:25]([N:26]=[C:27]=S)=[CH:24][CH:23]=[C:22]([O:29][CH3:30])[N:21]=1)([CH3:16])([CH3:15])[CH3:14]>ClCCCl>[C:1]([C:5]1[CH:10]=[CH:9][C:8]2[N:11]=[C:27]([NH:26][C:25]3[C:20]([O:19][C:18]4[CH:31]=[CH:32][CH:33]=[CH:34][C:17]=4[C:13]([CH3:16])([CH3:15])[CH3:14])=[N:21][C:22]([O:29][CH3:30])=[CH:23][CH:24]=3)[NH:12][C:7]=2[CH:6]=1)([CH3:4])([CH3:2])[CH3:3]. Procedure details: To a solution of 4-(tert-butyl)-1,2-diaminobenzene (20 mg, 0.12 mmol) in DCE (1 mL) was slowly added 2c (19 mg, 0.06 mmol). The reaction was stirred 18 h at rt and concentrated. The crude mixture containing 2d and 2d′ was used in the next step without further purification. Reaction SMILES: [CH2:1]([N:8]=[C:9]([C:11]1[C:16]([C:17]([OH:19])=O)=[CH:15][CH:14]=[CH:13][N:12]=1)[OH:10])[C:2]1[CH:7]=[CH:6][CH:5]=[CH:4][CH:3]=1.[H][H]>COCCO.[Ru]>[CH2:1]([N:8]1[C:17](=[O:19])[CH:16]2[CH:11]([NH:12][CH2:13][CH2:14][CH2:15]2)[C:9]1=[O:10])[C:2]1[CH:7]=[CH:6][CH:5]=[CH:4][CH:3]=1. The solvent is COCCO (glycol monomethyl ether). The reagents and catalysts are [Ru] (ruthenium). Reported procedure: 47.6 g (0.2 mol) of pyridine-2,3-dicarboxylic acid N-benzylimide (British Patent 1,086,637; Chem. Abstr. 68, 95695w) are hydrogenated in 400 ml of glycol monomethyl ether over 15 g of ruthenium-on-active charcoal (5% strength) at 90° C. under 100 bar until the calculated amount of hydrogen has been taken up. The catalyst is then filtered off and the filtrate is concentrated on a rotary evaporator. 44 g of an oily crude product are obtained. The product is C(C1=CC=CC=C1)N1C(C2NCCCC2C1=O)=O (6-Benzyl-5,7-dioxo-octahydropyrrolo[3,4-b]pyridine). Starting materials: C(C1=CC=CC=C1)N=C(O)C1=NC=CC=C1C(=O)O (pyridine-2,3-dicarboxylic acid N-benzylimide), [H][H] (hydrogen). The yield is 90.1%. Reactants: CN, CO, CCO, O=C(O)c1ccc(Cl)nc1. The product is Cl, CNc1ccc(C(=O)O)cn1. RXN SMILES: [CH3:11][NH2:12].[CH3:13][OH:14].[CH3:15][CH2:16][OH:17].[Cl:1][c:2]1[n:3][cH:4][c:5]([C:6](=[O:7])[OH:8])[cH:9][cH:10]1>>[ClH:1].[c:2]1([NH:12][CH3:11])[n:3][cH:4][c:5]([C:6](=[O:7])[OH:8])[cH:9][cH:10]1. Starting materials: CCN1C(=O)C(C)(C)c2cc3[nH]c(-c4n[nH]cc4N)nc3cc21, O=C(Cl)COc1ccccc1. Product: CCN1C(=O)C(C)(C)c2cc3[nH]c(-c4n[nH]cc4NC(=O)COc4ccccc4)nc3cc21. Reaction SMILES: [NH2:1][c:2]1[c:3](-[c:7]2[n:8][c:9]3[c:10]([cH:11][c:12]4[c:16]([cH:17]3)[N:15]([CH2:18][CH3:19])[C:14](=[O:20])[C:13]4([CH3:21])[CH3:22])[nH:23]2)[n:4][nH:5][cH:6]1.[O:24]([c:25]1[cH:26][cH:27][cH:28][cH:29][cH:30]1)[CH2:31][C:32](=[O:33])[Cl:34]>>[NH:1]([c:2]1[c:3](-[c:7]2[n:8][c:9]3[c:10]([cH:11][c:12]4[c:16]([cH:17]3)[N:15]([CH2:18][CH3:19])[C:14](=[O:20])[C:13]4([CH3:21])[CH3:22])[nH:23]2)[n:4][nH:5][cH:6]1)[C:32]([CH2:31][O:24][c:25]1[cH:26][cH:27][cH:28][cH:29][cH:30]1)=[O:33]. Procedure details: 3,4-Dihydrophthalazin-1(2H)-one was reacted with N-benzylisatoic anhydride according to the general procedure above to produce 3-(o-benzylaminobenzoyl)-3,4-dihydrophthalazin-1(2H)-one as a colorless solid, mp 206°-208° C. RXN SMILES: [C:1]1(=[O:11])[C:10]2[C:5](=[CH:6][CH:7]=[CH:8][CH:9]=2)[CH2:4][NH:3][NH:2]1.[CH2:12]([N:19]1C(=O)O[C:22](=[O:23])[C:21]2=[CH:27][CH:28]=[CH:29][CH:30]=[C:20]12)[C:13]1[CH:18]=[CH:17][CH:16]=[CH:15][CH:14]=1>>[CH2:12]([NH:19][C:20]1[CH:30]=[CH:29][CH:28]=[CH:27][C:21]=1[C:22]([N:3]1[CH2:4][C:5]2[C:10](=[CH:9][CH:8]=[CH:7][CH:6]=2)[C:1](=[O:11])[NH:2]1)=[O:23])[C:13]1[CH:14]=[CH:15][CH:16]=[CH:17][CH:18]=1. Starting materials: C1(NNCC2=CC=CC=C12)=O (3,4-Dihydrophthalazin-1(2H)-one), C(C1=CC=CC=C1)N1C=2C(C(=O)OC1=O)=CC=CC2 (N-benzylisatoic anhydride). The product is C(C1=CC=CC=C1)NC1=C(C(=O)N2NC(C3=CC=CC=C3C2)=O)C=CC=C1 (3-(o-benzylaminobenzoyl)-3,4-dihydrophthalazin-1(2H)-one).